This data is from the Open Reaction Database (ORD), a public repository of structured organic reaction records. The task is: describe an organic reaction: reactants, conditions, products, and yield RXN SMILES: [Br:1][c:2]1[n:3][cH:4][cH:5][n:6][c:7]1[C:8](=[O:9])[O:10][CH3:11].[NH2:12][c:13]1[cH:14][cH:15][cH:16][cH:17][cH:18]1.[OH2:19]>>[c:2]1([NH:12][c:13]2[cH:14][cH:15][cH:16][cH:17][cH:18]2)[n:3][cH:4][cH:5][n:6][c:7]1[C:8](=[O:9])[O:10][CH3:11]. Reactants: COC(=O)c1nccnc1Br, Nc1ccccc1, O. Yields the product COC(=O)c1nccnc1Nc1ccccc1.